From a dataset of the Open Reaction Database (ORD), a public repository of structured organic reaction records. describe an organic reaction: reactants, conditions, products, and yield The reactants are C[Si](C)(C)C=[N+]=[N-] ((trimethylsilyl)diazomethane), NC1=NC=C(C(=O)O)C=C1 (6-aminonicotinic acid), C(C)(=O)O (acetic acid). Run in C(Cl)(Cl)Cl.CO (chloroform MeOH). The product is COC(C1=CN=C(C=C1)N)=O (methyl-6-aminonicotinate). As a reaction SMILES: [NH2:1][C:2]1[CH:10]=[CH:9][C:5]([C:6]([OH:8])=[O:7])=[CH:4][N:3]=1.[CH3:11][Si](C=[N+]=[N-])(C)C.C(O)(=O)C>C(Cl)(Cl)Cl.CO>[CH3:11][O:7][C:6](=[O:8])[C:5]1[CH:9]=[CH:10][C:2]([NH2:1])=[N:3][CH:4]=1 |f:3.4|. Procedure details: To a solution of 6-aminonicotinic acid (2.00 g, 14.48 mmol) dissolved in chloroform/MeOH (90 mL: 30 mL) was added (trimethylsilyl)diazomethane (2.0M in hexanes, 25 mL). After 15 minutes acetic acid (0.1 mL) was added and the solution was concentrated in vacuo to a residue. Trituration with EtOAc/Hex (2:1) provided methyl-6-aminonicotinate as a pale yellow solid after filtration. This material was used directly in the next step. To a solution of methyl-6-aminonicotinate (1.86 g, 12.22 mmol) disso... Starting materials: COC(C1=CC(=C(C=C1)NC=1N=CC2=C(N(CC(C(N2C)=O)C)C2CCCCC2)N1)OC)=O ((rac)-4-(9-cyclohexyl-5,7-dimethyl-6-oxo-6,7,8,9-tetrahydro-5H-pyrimido[4,5-b][1,4]diazepin-2-yl amino)-3-methoxy-benzoic acid methyl ester), IC (iodomethane), [H-].[Na+] (sodium hydride). Solvent: CN(C=O)C (N,N-dimethylformamide). Conditions: time 2 hour. Product: COC(C1=CC(=C(C=C1)N(C)C=1N=CC2=C(N(CC(C(N2C)=O)C)C2CCCCC2)N1)OC)=O ((rac)-4-[(9-cyclohexyl-5,7-dimethyl-6-oxo-6,7,8,9-tetrahydro-5H-pyrimido[4,5-b][1,4]diazepin-2-yl)-methyl-amino]-3-methoxy-benzoic acid methyl ester). The yield is 98.3%. As a reaction SMILES: [CH3:1][O:2][C:3](=[O:33])[C:4]1[CH:9]=[CH:8][C:7]([NH:10][C:11]2[N:12]=[CH:13][C:14]3[N:20]([CH3:21])[C:19](=[O:22])[CH:18]([CH3:23])[CH2:17][N:16]([CH:24]4[CH2:29][CH2:28][CH2:27][CH2:26][CH2:25]4)[C:15]=3[N:30]=2)=[C:6]([O:31][CH3:32])[CH:5]=1.I[CH3:35].[H-].[Na+]>CN(C)C=O>[CH3:1][O:2][C:3](=[O:33])[C:4]1[CH:9]=[CH:8][C:7]([N:10]([C:11]2[N:12]=[CH:13][C:14]3[N:20]([CH3:21])[C:19](=[O:22])[CH:18]([CH3:23])[CH2:17][N:16]([CH:24]4[CH2:25][CH2:26][CH2:27][CH2:28][CH2:29]4)[C:15]=3[N:30]=2)[CH3:35])=[C:6]([O:31][CH3:32])[CH:5]=1 |f:2.3|. Reported procedure: To a mixture of 0.170 g (0.00037 mole) of (rac)-4-(9-cyclohexyl-5,7-dimethyl-6-oxo-6,7,8,9-tetrahydro-5H-pyrimido[4,5-b][1,4]diazepin-2-yl amino)-3-methoxy-benzoic acid methyl ester, 0.35 mL (0.00056 mole) of iodomethane and 10 mL of N,N-dimethylformamide at 0 degrees, was added 0.024 g of sodium hydride (60% dispersion in mineral oil). The mixture was stirred at 0 degrees for 2 hours and then partitioned between ethyl acetate and water. The aqueous phase was extracted with ethyl acetate, and th...